This data is from the Open Reaction Database (ORD), a public repository of structured organic reaction records. The task is: describe an organic reaction: reactants, conditions, products, and yield Starting materials: O (water), CN(C=CC(=O)C1=C(C=CC=C1)OC)C (3-dimethylamino-1-(2-methoxyphenyl)-2-propene-1-one), C(#N)CC(=O)N (cyanoacetamide), C[O-].[Na+] (sodium methoxide). Run in CN(C=O)C (dimethylformamide), C(C)(=O)O (acetic acid). Product: C(#N)C=1C(NC(=CC1)C1=C(C=CC=C1)OC)=O (3-Cyano-6-(2 methoxyphenyl)-2(1H)-pyridinone). Reaction SMILES: CN(C)[CH:3]=[CH:4][C:5]([C:7]1[CH:12]=[CH:11][CH:10]=[CH:9][C:8]=1[O:13][CH3:14])=O.[C:16]([CH2:18][C:19]([NH2:21])=[O:20])#[N:17].C[O-].[Na+].O>CN(C)C=O.C(O)(=O)C>[C:16]([C:18]1[C:19](=[O:20])[NH:21][C:5]([C:7]2[CH:12]=[CH:11][CH:10]=[CH:9][C:8]=2[O:13][CH3:14])=[CH:4][CH:3]=1)#[N:17] |f:2.3|. Reported procedure: A stirred mixture of 3-dimethylamino-1-(2-methoxyphenyl)-2-propene-1-one (5.74 g), cyanoacetamide (2.48 g) and sodium methoxide (from sodium hydride (50%, 4.32 g) and methanol (3.5 ml)) in dry dimethylformamide was heated under reflux for 10 hours. The reaction mixture was poured into water, acidified to pH4 with glacial acetic acid and extracted with ethyl acetate. The ethyl acetate extract was evaporated under reduced pressure to low volume and water was added to cause precipitation of a crude... Starting materials: C(C1=CC=CC=C1)(=O)NC=1SC[C@H]2[C@@](N1)(CN(C2)C(=O)OCC2=CC=CC=C2)C=2SC=CC2 (benzyl (4aR,7aR)-2-benzamido-7a-(2-thienyl)-4,4a,5,7-tetrahydropyrrolo[3,4-d][1,3]thiazine-6-carboxylate), BrN1C(CCC1=O)=O (N-bromosuccinimide). The solvent is C(C)(=O)OCC (ethyl acetate), CN(C=O)C (dimethylformamide). Reaction conditions: time 50 minute. Product: C(C1=CC=CC=C1)(=O)NC=1SC[C@H]2[C@@](N1)(CN(C2)C(=O)OCC2=CC=CC=C2)C=2SC(=CC2)Br (Benzyl (4aR,7aR)-2-(benzoylamino)-7a-(5-bromothiophen-2-yl)-4a,5,7,7a-tetrahydropyrrolo[3,4-d][1,3]thiazine-6(4H)-carboxylate). The yield is 91.9%. RXN SMILES: [C:1]([NH:9][C:10]1[S:11][CH2:12][C@@H:13]2[CH2:18][N:17]([C:19]([O:21][CH2:22][C:23]3[CH:28]=[CH:27][CH:26]=[CH:25][CH:24]=3)=[O:20])[CH2:16][C@:14]2([C:29]2[S:30][CH:31]=[CH:32][CH:33]=2)[N:15]=1)(=[O:8])[C:2]1[CH:7]=[CH:6][CH:5]=[CH:4][CH:3]=1.[Br:34]N1C(=O)CCC1=O>CN(C)C=O.C(OCC)(=O)C>[C:1]([NH:9][C:10]1[S:11][CH2:12][C@@H:13]2[CH2:18][N:17]([C:19]([O:21][CH2:22][C:23]3[CH:24]=[CH:25][CH:26]=[CH:27][CH:28]=3)=[O:20])[CH2:16][C@:14]2([C:29]2[S:30][C:31]([Br:34])=[CH:32][CH:33]=2)[N:15]=1)(=[O:8])[C:2]1[CH:3]=[CH:4][CH:5]=[CH:6][CH:7]=1. Reported procedure: To a stirred clear and colorless solution of benzyl (4aR,7aR)-2-benzamido-7a-(2-thienyl)-4,4a,5,7-tetrahydropyrrolo[3,4-d][1,3]thiazine-6-carboxylate (1.67 g, 3.50 mmol) in dimethylformamide (35 mL) at room temperature, under an atmosphere of nitrogen is added N-bromosuccinimide (747 mg, 4.20 mmol). The resulting pale yellow solution is stirred at room temperature for 50 minutes. The solution is diluted with ethyl acetate (150 mL) and washed with water (3×50 mL) and brine (50 mL). The organic ph... The reactants are CC(=O)OC(C)c1ccc(-c2ccc(C(=O)OCc3ccccc3)cc2)cc1, ClC(Cl)Cl, O=P([O-])([O-])[O-]. The product is CC(O)c1ccc(-c2ccc(C(=O)OCc3ccccc3)cc2)cc1. As a reaction SMILES: [C:1](=[O:2])([CH3:3])[O:4][CH:5]([CH3:6])[c:7]1[cH:8][cH:9][c:10](-[c:13]2[cH:14][cH:15][c:16]([C:19](=[O:20])[O:21][CH2:22][c:23]3[cH:24][cH:25][cH:26][cH:27][cH:28]3)[cH:17][cH:18]2)[cH:11][cH:12]1.[CH:34]([Cl:35])([Cl:36])[Cl:37].[O-:29][P:30](=[O:31])([O-:32])[O-:33]>>[OH:4][CH:5]([CH3:6])[c:7]1[cH:8][cH:9][c:10](-[c:13]2[cH:14][cH:15][c:16]([C:19](=[O:20])[O:21][CH2:22][c:23]3[cH:24][cH:25][cH:26][cH:27][cH:28]3)[cH:17][cH:18]2)[cH:11][cH:12]1. The reactants are FC(C(=O)NC1=C(C=CC=C1)C1=CC=NC=2C(C3=C(C(C12)=O)C=CC=N3)=O)(F)F (4-(2-Trifluoroacetamidophenyl)pyrido[3,2-g]quinoline-5,10-dione), FC(C(=O)O)(F)F (trifluoroacetic acid). Solvent: C(Cl)Cl (CH2Cl2). Conditions: time 8 hour. Product: C1=CC=CC=2C1=NC=1C3=CC=CN=C3C(C=3C1C2C=CN3)=O (Benzo[b]pyrido[4,3,2-de][1,7]phenanthroline-8-one). As a reaction SMILES: FC(F)(F)C([NH:5][C:6]1[CH:11]=[CH:10][CH:9]=[CH:8][C:7]=1[C:12]1[C:21]2[C:20](=O)[C:19]3[CH:23]=[CH:24][CH:25]=[N:26][C:18]=3[C:17](=[O:27])[C:16]=2[N:15]=[CH:14][CH:13]=1)=O.FC(F)(F)C(O)=O>C(Cl)Cl>[CH:11]1[C:6]2=[N:5][C:20]3[C:19]4[C:18]([C:17](=[O:27])[C:16]5[C:21]=3[C:12]([CH:13]=[CH:14][N:15]=5)=[C:7]2[CH:8]=[CH:9][CH:10]=1)=[N:26][CH:25]=[CH:24][CH:23]=4. Procedure: 30 mg (0.0756 mmol) of the compound of Example 4 and 1 mL of trifluoroacetic acid in 2 mL of CH2Cl2 are refluxed for 3 hours. After evaporating off the solvent on a rotary evaporator, the residue is taken up in 2 mL of 1N NaOH and 2 mL of CHCl3 and the mixture is stirred overnight. After recovering the organic phase, the aqueous phase is extracted with CHCl3 (5 times 10 mL). After drying the organic phases over MgSO4 and evaporating off the solvent on a rotary evaporator, 17 mg of compound are o... Starting materials: CCOC(=O)CCCOc1ccc(OCC(=O)OC(C)(C)C)c(COc2ccc3oc(-c4nc(C(C)(C)C)cs4)cc3c2)c1, CC#N, CS(=O)(=O)O, CC(C)=O. Yields the product CCOC(=O)CCCOc1ccc(OCC(=O)O)c(COc2ccc3oc(-c4nc(C(C)(C)C)cs4)cc3c2)c1. Reaction SMILES: [C:1]([CH3:2])([CH3:3])([CH3:4])[c:5]1[n:6][c:7](-[c:10]2[o:11][c:12]3[c:13]([cH:14]2)[cH:15][c:16]([O:19][CH2:20][c:21]2[c:22]([O:23][CH2:24][C:25](=[O:26])[O:27][C:28]([CH3:29])([CH3:30])[CH3:31])[cH:32][cH:33][c:34]([O:36][CH2:37][CH2:38][CH2:39][C:40](=[O:41])[O:42][CH2:43][CH3:44])[cH:35]2)[cH:17][cH:18]3)[s:8][cH:9]1.[C:50](#[N:51])[CH3:52].[CH3:45][S:46](=[O:47])(=[O:48])[OH:49].[CH3:53][C:54](=[O:55])[CH3:56]>>[C:1]([CH3:2])([CH3:3])([CH3:4])[c:5]1[n:6][c:7](-[c:10]2[o:11][c:12]3[c:13]([cH:14]2)[cH:15][c:16]([O:19][CH2:20][c:21]2[c:22]([O:23][CH2:24][C:25](=[O:26])[OH:27])[cH:32][cH:33][c:34]([O:36][CH2:37][CH2:38][CH2:39][C:40](=[O:41])[O:42][CH2:43][CH3:44])[cH:35]2)[cH:17][cH:18]3)[s:8][cH:9]1. The reactants are CCOC(C)=O, CCN(C(C)C)C(C)C, COC(=O)Cl, CC1CN(c2nnc(-c3ccc(CN)cc3)c3ccncc23)CCN1C(=O)C1CCC(F)(F)CC1, CN(C)C=O. Yields the product COC(=O)NCc1ccc(-c2nnc(N3CCN(C(=O)C4CCC(F)(F)CC4)C(C)C3)c3cnccc23)cc1. As a reaction SMILES: [CH3:55][CH2:56][O:57][C:58](=[O:59])[CH3:60].[CH:36]([N:37]([CH2:38][CH3:39])[CH:40]([CH3:41])[CH3:42])([CH3:43])[CH3:44].[Cl:45][C:46](=[O:47])[O:48][CH3:49].[NH2:1][CH2:2][c:3]1[cH:4][cH:5][c:6](-[c:9]2[c:10]3[c:11]([c:12]([N:15]4[CH2:16][CH:17]([CH3:31])[N:18]([C:21](=[O:22])[CH:23]5[CH2:24][CH2:25][C:26]([F:29])([F:30])[CH2:27][CH2:28]5)[CH2:19][CH2:20]4)[n:13][n:14]2)[cH:32][n:33][cH:34][cH:35]3)[cH:7][cH:8]1.[O:50]=[CH:51][N:52]([CH3:53])[CH3:54]>>[NH:1]([CH2:2][c:3]1[cH:4][cH:5][c:6](-[c:9]2[c:10]3[c:11]([c:12]([N:15]4[CH2:16][CH:17]([CH3:31])[N:18]([C:21](=[O:22])[CH:23]5[CH2:24][CH2:25][C:26]([F:29])([F:30])[CH2:27][CH2:28]5)[CH2:19][CH2:20]4)[n:13][n:14]2)[cH:32][n:33][cH:34][cH:35]3)[cH:7][cH:8]1)[C:46](=[O:47])[O:48][CH3:49]. Reactants: N-{1-[Bis(4-chlorophenyl)methyl]azetidin-3-yl}-N-(1-isobutylpiperiod-4yl)methylsulfonamide, C(C(C)C)=O (isobutyraldehyde), CC(=O)OCC1=C2C=CC=CC2=C(C3=CC=CC=C31)COC(=O)C (acetic), C(C)(=O)O[BH-](OC(C)=O)OC(C)=O.[Na+] (sodium triacetoxyborohydride), ClC1=CC=C(C=C1)C(N1CC(C1)N(S(=O)=O)CC1CCNCC1)C1=CC=C(C=C1)Cl (N-{1-[bis(4-chlorophenyl)methyl]azetidin-3-yl}-N-(piperid-4-yl)methylsulfonamide), C(O)([O-])=O.[Na+] (sodium hydrogen carbonate). Run in ClCCl (dichloromethane). Conditions: temperature 20 celsius, time 20 hour. Yields the product ClC1=CC=C(C=C1)C(N1CC(C1)N(S(=O)=O)CC1CCN(CC1)CC(C)C)C1=CC=C(C=C1)Cl (N-{1-[bis(4-chloro-phenyl)methyl]azetidin-3-yl}-N-(1-isobutylpiperid-4 -yl)methylsulfonamide). RXN SMILES: [CH:1](=O)[CH:2]([CH3:4])[CH3:3].CC(OCC1C2C(=CC=CC=2)C(COC(C)=O)=C2C=1C=CC=C2)=O.C(O[BH-](OC(=O)C)OC(=O)C)(=O)C.[Na+].[Cl:44][C:45]1[CH:50]=[CH:49][C:48]([CH:51]([C:67]2[CH:72]=[CH:71][C:70]([Cl:73])=[CH:69][CH:68]=2)[N:52]2[CH2:55][CH:54]([N:56]([CH2:60][CH:61]3[CH2:66][CH2:65][NH:64][CH2:63][CH2:62]3)[SH:57](=[O:59])=[O:58])[CH2:53]2)=[CH:47][CH:46]=1.C(=O)([O-])O.[Na+]>ClCCl>[Cl:73][C:70]1[CH:69]=[CH:68][C:67]([CH:51]([C:48]2[CH:49]=[CH:50][C:45]([Cl:44])=[CH:46][CH:47]=2)[N:52]2[CH2:53][CH:54]([N:56]([CH2:60][CH:61]3[CH2:62][CH2:63][N:64]([CH2:1][CH:2]([CH3:4])[CH3:3])[CH2:65][CH2:66]3)[SH:57](=[O:58])=[O:59])[CH2:55]2)=[CH:72][CH:71]=1 |f:2.3,5.6|. Procedure details: N-{1-[Bis(4-chlorophenyl)methyl]azetidin-3-yl}-N-(1-isobutylpiperiod-4yl)methylsulfonamide may be prepared by carrying out the procedure in the following manner: 0.11 cm3 of isobutyraldehyde, 0.057 cm3 of 100% acetic acide and 320 mg of sodium triacetoxyborohydride are added to a solution of 0.47 g of N-{1-[bis(4-chlorophenyl)methyl]azetidin-3-yl}-N-(piperid-4-yl)methylsulfonamide in 20 cm3 of dichloromethane. After stirring for 20 hours at 20° C., the reaction mixture is supplemented with 50 cm... The product is FC1=C(C#N)C=CC(=C1C)N=C=O (2-Fluoro-4-isocyanato-3-methylbenzonitrile). As a reaction SMILES: [NH2:1][C:2]1[CH:9]=[CH:8][C:5]([C:6]#[N:7])=[C:4]([F:10])[C:3]=1[CH3:11].N(C1C2CCCCC=2C(C#N)=CC=1)=[C:13]=[O:14]>>[F:10][C:4]1[C:3]([CH3:11])=[C:2]([N:1]=[C:13]=[O:14])[CH:9]=[CH:8][C:5]=1[C:6]#[N:7]. Procedure: 2-Fluoro-4-isocyanato-3-methylbenzonitrile was prepared from 4-amino-2-fluoro-3-methyl-benzonitrile (72D) following a procedure analogous to the procedure used in the preparation of compound 2E (Example 2). The reactants are NC1=C(C(=C(C#N)C=C1)F)C (4-Amino-2-fluoro-3-methylbenzonitrile), N(=C=O)C1=CC=C(C=2CCCCC12)C#N (4-Isocyanato-5,6,7,8-tetrahydronaphthalene-1-carbonitrile). The reactants are C1(=CC=CC=C1)N1C(C(=C(C=C1)CCCC=1N=NNC1)O)=O (1-Phenyltriazolylpropyl-3-hydroxypyridine-2-one), P12(=S)SP3(=S)SP(=S)(S1)SP(=S)(S2)S3 (P4S10), [Al] (aluminum), C(Cl)Cl (CH2Cl2). Run in CO (MeOH). Conditions: temperature 175 celsius. Product: C1(=CC=CC=C1)N1C(C(=C(C=C1)CCCC=1N=NNC1)O)=S (1-Phenyltriazolylpropyl-3-hydroxypyridine-2-thione). The yield is 121.9%. RXN SMILES: [C:1]1([N:7]2[CH:12]=[CH:11][C:10]([CH2:13][CH2:14][CH2:15][C:16]3[N:17]=[N:18][NH:19][CH:20]=3)=[C:9]([OH:21])[C:8]2=O)[CH:6]=[CH:5][CH:4]=[CH:3][CH:2]=1.P12(SP3(SP(SP(S3)(S1)=S)(=S)S2)=S)=[S:24].[Al].C(Cl)Cl>CO>[C:1]1([N:7]2[CH:12]=[CH:11][C:10]([CH2:13][CH2:14][CH2:15][C:16]3[N:17]=[N:18][NH:19][CH:20]=3)=[C:9]([OH:21])[C:8]2=[S:24])[CH:6]=[CH:5][CH:4]=[CH:3][CH:2]=1. Procedure details: 159b (0.062 g, 0.21 mmol) was ground together with P4S10 (0.047 g, 0.105 mmol) in mortar and pestle to form grey powder. The powder was stirred under argon in a flask fitted with condenser and heated to 175° C. for 2 h. The reaction flask was covered with aluminum foil during reaction. After 2 h of reaction, flask was cooled down to room temperature. 25 mL of CH2Cl2:MeOH (10%) mixtures was added and stirred for 15 min. This reaction mixture then washed with water (2×30 mL). Organic layer dried w... Reactants: N#Cc1cc(Cl)cc(Oc2cc(O)cc(Cl)c2)c1, [H-], NS(=O)(=O)c1ccc(NC(=O)CBr)c(Cl)c1, [Na+], CN(C)C=O. The product is N#Cc1cc(Cl)cc(Oc2cc(Cl)cc(OCC(=O)Nc3ccc(S(N)(=O)=O)cc3Cl)c2)c1. RXN SMILES: [Cl:3][c:4]1[cH:5][c:6]([C:7]#[N:8])[cH:9][c:10]([O:12][c:13]2[cH:14][c:15]([Cl:20])[cH:16][c:17]([OH:19])[cH:18]2)[cH:11]1.[H-:1].[NH2:21][S:22](=[O:23])(=[O:24])[c:25]1[cH:26][c:27]([Cl:36])[c:28]([NH:31][C:32]([CH2:33][Br:34])=[O:35])[cH:29][cH:30]1.[Na+:2].[O:37]=[CH:38][N:39]([CH3:40])[CH3:41]>>[Cl:3][c:4]1[cH:5][c:6]([C:7]#[N:8])[cH:9][c:10]([O:12][c:13]2[cH:14][c:15]([Cl:20])[cH:16][c:17]([O:19][CH2:33][C:32]([NH:31][c:28]3[c:27]([Cl:36])[cH:26][c:25]([S:22]([NH2:21])(=[O:23])=[O:24])[cH:30][cH:29]3)=[O:35])[cH:18]2)[cH:11]1.